Dataset: the Open Reaction Database (ORD), a public repository of structured organic reaction records. Task: describe an organic reaction: reactants, conditions, products, and yield Reactants: ice, [Cl-].[Al+3].[Cl-].[Cl-] (Aluminum chloride), C(CCC)C1=CC=CC=C1 (butylbenzene), C1(CCC(=O)O1)=O (succinic anhydride). Run in C(CCl)Cl (ethylene chloride). Run at temperature 13 celsius. Yields the product C(CCC)C1=CC=C(C=C1)C(CCC(=O)O)=O (4-(4-butylphenyl)-4-oxobutanoic acid). Reaction SMILES: [Cl-].[Al+3].[Cl-].[Cl-].[CH2:5]([C:9]1[CH:14]=[CH:13][CH:12]=[CH:11][CH:10]=1)[CH2:6][CH2:7][CH3:8].[C:15]1(=[O:21])[O:20][C:18](=[O:19])[CH2:17][CH2:16]1>C(Cl)CCl>[CH2:5]([C:9]1[CH:14]=[CH:13][C:12]([C:15](=[O:21])[CH2:16][CH2:17][C:18]([OH:20])=[O:19])=[CH:11][CH:10]=1)[CH2:6][CH2:7][CH3:8] |f:0.1.2.3|. Procedure details: Aluminum chloride (0.23 moles) was added in portions over 7 minutes to a mixture of butylbenzene (0.10 moles) and succinic anhydride (0.11 moles) in ethylene chloride (100 ml), cooled to about 13° C. Thirty minutes later the reaction mixture was poured into ice cold 3 N hydrochloric acid (250 ml) and then extracted with ethyl acetate (2×100 ml). The extract was washed with saturated sodium chloride (100 ml), dried over magnesium sulfate and evaporated to give 4-(4-butylphenyl)-4-oxobutanoic acid... The reactants are C, COC(=O)c1c(-c2cc(OC)c(OC)c(OC)c2)c2cc(OC)c(OCc3ccccc3)cc2c(=O)n1-c1ccc(NC(=O)OC(C)(C)C)cc1, CO, C1CCOC1, [Pd]. Product: COC(=O)c1c(-c2cc(OC)c(OC)c(OC)c2)c2cc(OC)c(O)cc2c(=O)n1-c1ccc(NC(=O)OC(C)(C)C)cc1. Reaction SMILES: [C:59].[CH2:1]([c:2]1[cH:3][cH:4][cH:5][cH:6][cH:7]1)[O:8][c:9]1[c:10]([O:50][CH3:51])[cH:11][c:12]2[c:13](-[c:38]3[cH:39][c:40]([O:48][CH3:49])[c:41]([O:46][CH3:47])[c:42]([O:44][CH3:45])[cH:43]3)[c:14]([C:34](=[O:35])[O:36][CH3:37])[n:15](-[c:20]3[cH:21][cH:22][c:23]([NH:26][C:27](=[O:28])[O:29][C:30]([CH3:31])([CH3:32])[CH3:33])[cH:24][cH:25]3)[c:16](=[O:19])[c:17]2[cH:18]1.[CH3:57][OH:58].[O:52]1[CH2:53][CH2:54][CH2:55][CH2:56]1.[Pd:60]>>[OH:8][c:9]1[c:10]([O:50][CH3:51])[cH:11][c:12]2[c:13](-[c:38]3[cH:39][c:40]([O:48][CH3:49])[c:41]([O:46][CH3:47])[c:42]([O:44][CH3:45])[cH:43]3)[c:14]([C:34](=[O:35])[O:36][CH3:37])[n:15](-[c:20]3[cH:21][cH:22][c:23]([NH:26][C:27](=[O:28])[O:29][C:30]([CH3:31])([CH3:32])[CH3:33])[cH:24][cH:25]3)[c:16](=[O:19])[c:17]2[cH:18]1. Reactants: FC(C(=O)O)(F)F (Trifluoroacetic acid), C(C)(C)(C)OC(NCC1=NC(=NO1)C1=CC=NC=C1)=O ((3-pyridin-4-yl-[1,2,4]oxadiazol-5-ylmethyl)carbamic acid tert-butyl ester). Run in C(Cl)Cl (CH2Cl2). Conditions: time 2 hour. Product: N1=CC=C(C=C1)C1=NOC(=N1)CN (C-(3-Pyridin-4-yl-[1,2,4]oxadiazol-5-yl)methylamine). As a reaction SMILES: FC(F)(F)C(O)=O.C(OC(=O)[NH:14][CH2:15][C:16]1[O:20][N:19]=[C:18]([C:21]2[CH:26]=[CH:25][N:24]=[CH:23][CH:22]=2)[N:17]=1)(C)(C)C>C(Cl)Cl>[N:24]1[CH:23]=[CH:22][C:21]([C:18]2[N:17]=[C:16]([CH2:15][NH2:14])[O:20][N:19]=2)=[CH:26][CH:25]=1. Procedure: Trifluoroacetic acid (6.5 ml) was added to a solution of (3-pyridin-4-yl-[1,2,4]oxadiazol-5-ylmethyl)carbamic acid tert-butyl ester (Preparation 8, 420 mg, 1.52 mmol in CH2Cl2 (10 ml) and the mixture stirred at rt for 2 h. The solvent was evaporated and the residue dissolved in EtOAc (100 ml). After washing with saturated aqueous Na2CO3 (25 ml), the aqueous phase was re-extracted with 5% MeOH in CH2Cl2 (7×25 ml) and the combined organic phases dried (MgSO4). The solvent was removed to afford the... The solvent is CO (methanol). Yields the product O.Cl.Cl.CN1C2=C(C=3C=CC=CC13)C(N(CC2)C2CCNCC2)=O (5-Methyl-2-(4-piperidinyl)-2,3,4,5-tetrahydro-1H-pyrido-[4,3-b]indol-1-one dihydrochloride monohydrate). Starting materials: ClC(C)NC(=O)N1CCC(CC1)N1C(C2=C(N(C=3C=CC=CC23)C)CC1)=O (2-[1-(α-Chloroethylcarbamoyl)-4-piperidinyl]-5-methyl-2,3,4,5-tetrahydro-1H-pyrido[4,3-b]indol-1-one). Isolated yield 69.3%. Reported procedure: 2-[1-(α-Chloroethylcarbamoyl)-4-piperidinyl]-5-methyl-2,3,4,5-tetrahydro-1H-pyrido[4,3-b]indol-1-one (0.300 g) was dissolved in anhydrous methanol (6 ml), and the solution was heated under reflux for 4 hrs. The reaction mixture was evaporated, and the residue was recrystallized from absolute ethanol to afford 0.10 g (50%) of product. RXN SMILES: [Cl:1]C(NC([N:7]1[CH2:12][CH2:11][CH:10]([N:13]2[CH2:26][CH2:25][C:16]3[N:17]([CH3:24])[C:18]4[CH:19]=[CH:20][CH:21]=[CH:22][C:23]=4[C:15]=3[C:14]2=[O:27])[CH2:9][CH2:8]1)=[O:6])C>CO>[OH2:6].[ClH:1].[ClH:1].[CH3:24][N:17]1[C:18]2[CH:19]=[CH:20][CH:21]=[CH:22][C:23]=2[C:15]2[C:14](=[O:27])[N:13]([CH:10]3[CH2:11][CH2:12][NH:7][CH2:8][CH2:9]3)[CH2:26][CH2:25][C:16]1=2 |f:2.3.4.5|. Starting materials: [Na] (Sodium), BrC1=CSC=C1 (3-Bromothiophene), CCOCC (ether), COCCO (2-methoxyethanol), [Na] (sodium). Reagents/catalysts: [Cu]Br (copper(1) bromide). Run in [Cl-].[Na+].O (brine). Reaction conditions: temperature 118 celsius. The product is COCCOC1=CSC=C1 (3-(2-methoxyethoxy)thiophene). The yield is 76.0%. As a reaction SMILES: [Na].[CH3:2][O:3][CH2:4][CH2:5][OH:6].Br[C:8]1[CH:12]=[CH:11][S:10][CH:9]=1.CCOCC>[Cl-].[Na+].O.[Cu]Br>[CH3:2][O:3][CH2:4][CH2:5][O:6][C:8]1[CH:12]=[CH:11][S:10][CH:9]=1 |f:4.5.6,^1:0|. Reported procedure: Sodium metal (1.05 g, 45.8 mmol) cut into small pieces was added to 2-methoxyethanol (12 mL) at room temperature under nitrogen. The reaction was heated at 75° C. until all the sodium metal dissolved (about 45 min). 3-Bromothiophene (2.49 g, 15.3 mmol) and copper(1) bromide (0.22 g, 1.53 mmol) were added to the reaction mixture and the heat was increased to 118° C. for 1.5 h. The reaction was allowed to cool to room temperature and the mixture was poured into a mixture of brine and ether (1:1, 1... The reactants are C(F)(F)(F)C=C(F)Cl (CF3—CH═CFCl), C(F)(F)(OF)OF (CF2(OF)2), 3h. Run in 5. Yields the product ClC1(OC(OC1C(F)(F)F)(F)F)F (4-chloro-5-trifluoromethyl-2,2,4-trifluoro-1,3-dioxolane). Reaction SMILES: [C:1]([CH:5]=[C:6]([Cl:8])[F:7])([F:4])([F:3])[F:2].[C:9]([O:14]F)([O:12]F)([F:11])[F:10]>>[Cl:8][C:6]1([F:7])[CH:5]([C:1]([F:4])([F:3])[F:2])[O:14][C:9]([F:11])([F:10])[O:12]1. Procedure details: In a 200 ml 5 necked reactor, equipped with a mechanical stirrer, thermocouple, bubbling inlet for introducing the reacting gaseous mixture and an inert gas, 51.3 g (0.346 moles) of CF3—CH═CFCl are introduced. The reactor is then brought, by a cryostat, to the temperature of −70° C. At this point, under strong stirring, a mixture of CF2(OF)2 (BDM) (1 nl/h) and He (3 nl/h) for 3h 52′ (equivalent to 0.173 moles of BDM) is added in a continuous way. Starting materials: C(CCC)C=1N(C(=CN1)/C(=C(/C(=O)OCC)\CC1=CC=CC=C1)/C)CC1=C(C=CC=C1)Cl (ethyl (E)-3-[2-n-butyl-1-{(2-chlorophenyl)methyl}-1H-imidazol-5-yl]-2-benzyl-2-butenoate), [OH-].[Na+] (sodium hydroxide), [OH-].[Na+] (sodium hydroxide). Solvent: C(C)O (ethanol). Conditions: time 1 hour. Yields the product C(CCC)C=1N(C(=CN1)/C(=C(/C(=O)O)\CC1=CC=CC=C1)/C)CC1=C(C=CC=C1)Cl ((E)-3-[2-n-butyl-1-{(2-chlorophenyl)methyl}-1H-imidazol-5-yl]-2-benzyl-2-butenoic acid). Yield: 51.7%. RXN SMILES: [CH2:1]([C:5]1[N:6]([CH2:25][C:26]2[CH:31]=[CH:30][CH:29]=[CH:28][C:27]=2[Cl:32])[C:7](/[C:10](/[CH3:24])=[C:11](\[CH2:17][C:18]2[CH:23]=[CH:22][CH:21]=[CH:20][CH:19]=2)/[C:12]([O:14]CC)=[O:13])=[CH:8][N:9]=1)[CH2:2][CH2:3][CH3:4].[OH-].[Na+]>C(O)C>[CH2:1]([C:5]1[N:6]([CH2:25][C:26]2[CH:31]=[CH:30][CH:29]=[CH:28][C:27]=2[Cl:32])[C:7](/[C:10](/[CH3:24])=[C:11](\[CH2:17][C:18]2[CH:23]=[CH:22][CH:21]=[CH:20][CH:19]=2)/[C:12]([OH:14])=[O:13])=[CH:8][N:9]=1)[CH2:2][CH2:3][CH3:4] |f:1.2|. Procedure: A solution of ethyl (E)-3-[2-n-butyl-1-{(2-chlorophenyl)methyl}-1H-imidazol-5-yl]-2-benzyl-2-butenoate (623 mg, 1.38 mmol) in ethanol (25 mL) under argon was treated with 10% sodium hydroxide solution (20 mL), and then stirred for 1 hour at room temperature. An additional 25 mL of 10% sodium hydroxide were added and the mixture was stirred overnight at ambient temperature. Acidification to pH 4 with dilute hydrochloric acid solution followed by extraction with methylene chloride and washing with... The reactants are NC1=C(CCC2N(CCCC2)CC)C=CC=C1 (2-(2-aminophenethyl)-1-ethylpiperidine), C(C=CC1=CC=CC=C1)(=O)Cl (cinnamoyl chloride). Yields the product C(C)N1C(CCCC1)CCC1=C(NC(C=CC2=CC=CC=C2)=O)C=CC=C1 (2'-[2-(1-ethyl-2-piperidyl)ethyl]cinnamanilide). As a reaction SMILES: [NH2:1][C:2]1[CH:17]=[CH:16][CH:15]=[CH:14][C:3]=1[CH2:4][CH2:5][CH:6]1[CH2:11][CH2:10][CH2:9][CH2:8][N:7]1[CH2:12][CH3:13].[C:18](Cl)(=[O:27])[CH:19]=[CH:20][C:21]1[CH:26]=[CH:25][CH:24]=[CH:23][CH:22]=1>>[CH2:12]([N:7]1[CH2:8][CH2:9][CH2:10][CH2:11][CH:6]1[CH2:5][CH2:4][C:3]1[CH:14]=[CH:15][CH:16]=[CH:17][C:2]=1[NH:1][C:18](=[O:27])[CH:19]=[CH:20][C:21]1[CH:26]=[CH:25][CH:24]=[CH:23][CH:22]=1)[CH3:13]. Procedure details: Reaction of 2-(2-aminophenethyl)-1-ethylpiperidine with cinnamoyl chloride according to the procedure of Example 25 provides 2'-[2-(1-ethyl-2-piperidyl)ethyl]cinnamanilide, m.p. 119.5°-121.5°C. (corr.), from ethyl acetate and then acetonitrile. Starting materials: COC=1N=CC(=NC1)C(=O)OC (methyl 5-methoxypyrazine-2-carboxylate), N (ammonia). Reaction conditions: temperature 50 celsius. The product is COC=1N=CC(=NC1)C(=O)N (5-methoxypyrazine-2-carboxamide). Reaction SMILES: [CH3:1][O:2][C:3]1[N:4]=[CH:5][C:6]([C:9]([O:11]C)=O)=[N:7][CH:8]=1.[NH3:13]>>[CH3:1][O:2][C:3]1[N:4]=[CH:5][C:6]([C:9]([NH2:13])=[O:11])=[N:7][CH:8]=1. Procedure details: To a 100-mL round-bottomed flask was added methyl 5-methoxypyrazine-2-carboxylate (0.811 g, 4.82 mmol, synthesized according to Journal of Heterocyclic Chemistry, 19(2), 407-8; 1982) and ammonia (2 M in MeOH; 25 mL, 50.0 mmol). The reaction mixture was heated to 50° C. overnight. The reaction mixture was allowed to cool to ambient temperature, filtered and dried to afford 5-methoxypyrazine-2-carboxamide as a white crystalline solid. MS m/z=154.0 [M+H]+. Calculated for C6H7N3O2: 153.14.